Dataset: the Open Reaction Database (ORD), a public repository of structured organic reaction records. Task: describe an organic reaction: reactants, conditions, products, and yield Reactants: C[Si](C)(C)C=[N+]=[N-] (trimethylsilyldiazomethane), OC(C(C)C)(C=1N=CN(C1)C(C1=CC=CC=C1)(C1=CC=CC=C1)C1=CC=CC=C1)C=1C=C2C=CC(=CC2=CC1)C#N (6-(1-hydroxy-2-methyl-1-(1-trityl-1H-imidazol-4-yl)propyl)-2-naphthonitrile), C(CCC)[Li] (n-butyllithium). Solvent: C1CCOC1 (THF), [Cl-].[NH4+] (ammonium chloride), C1CCOC1 (THF), CCCCCC (hexane). Reaction conditions: time 20 minute. Product: N1C=NC(=C1)C(C(C)C)(O)C1=CC2=CC=C(C=C2C=C1)C=1N=NNC1 (1-(1H-Imidazol-4-yl)-2-methyl-1-(6-(1H-1,2,3-triazol-4-yl)-2-naphthyl)-1-propanol). Reaction SMILES: [OH:1][C:2]([C:30]1[CH:31]=[C:32]2[C:37](=[CH:38][CH:39]=1)[CH:36]=[C:35]([C:40]#[N:41])[CH:34]=[CH:33]2)([C:6]1[N:7]=[CH:8][N:9](C(C2C=CC=CC=2)(C2C=CC=CC=2)C2C=CC=CC=2)[CH:10]=1)[CH:3]([CH3:5])[CH3:4].C([Li])CCC.C[Si]([CH:51]=[N+:52]=[N-:53])(C)C>C1COCC1.CCCCCC.[Cl-].[NH4+]>[NH:9]1[CH:10]=[C:6]([C:2]([C:30]2[CH:39]=[CH:38][C:37]3[C:32](=[CH:33][CH:34]=[C:35]([C:40]4[N:41]=[N:53][NH:52][CH:51]=4)[CH:36]=3)[CH:31]=2)([OH:1])[CH:3]([CH3:4])[CH3:5])[N:7]=[CH:8]1 |f:5.6|. Reported procedure: To an solution of 6-(1-hydroxy-2-methyl-1-(1-trityl-1H-imidazol-4-yl)propyl)-2-naphthonitrile in THF (15 mL) was added a solution of n-butyllithium in hexane (1.6M:2.57 mL) under ice cooling, and the mixture was stirred for 20 min. A solution of trimethylsilyldiazomethane in THF (10% wt.:6.0 g) was added dropwise to the mixture and stirred for 90 min under ice cooling. The reaction mixture was diluted with saturated aq. ammonium chloride and extracted with ethyl acetate. The extract was washed w...